From a dataset of the Open Reaction Database (ORD), a public repository of structured organic reaction records. describe an organic reaction: reactants, conditions, products, and yield Procedure: 24.54 grams of 2-[[5-[(dimethylamino)methyl]furfuryl]thio]ethylmethylsulphide are reacted with 41 grams of 2-nitro-N'-(1,4-cyclohexadienyl-2-ethyl)-1,1-ethenediamine at 80° C. for 3 hours. The mixture is cooled and the procedure described in Example 1 is followed. Spectrophotometric analyses confirm the structure of the compound obtained. The product is CN(C)CC1=CC=C(CSCCNC(=C[N+](=O)[O-])NC(C)C2=CCC=CC2)O1 (N-[2-[[5-[(dimethylamino)methyl]furfuryl]thio]ethyl]-N'-(1,4-cyclohexadienyl-2-ethyl)-2-nitro-1,1-ethenediamine). Reaction SMILES: [CH3:1][N:2]([CH2:4][C:5]1[O:15][C:8]([CH2:9][S:10][CH2:11][CH2:12]SC)=[CH:7][CH:6]=1)[CH3:3].[N+:16]([CH:19]=[C:20]([NH:22][CH:23]([C:25]1[CH2:30][CH:29]=[CH:28][CH2:27][CH:26]=1)[CH3:24])[NH2:21])([O-:18])=[O:17]>>[CH3:1][N:2]([CH2:4][C:5]1[O:15][C:8]([CH2:9][S:10][CH2:11][CH2:12][NH:21][C:20]([NH:22][CH:23]([C:25]2[CH2:30][CH:29]=[CH:28][CH2:27][CH:26]=2)[CH3:24])=[CH:19][N+:16]([O-:18])=[O:17])=[CH:7][CH:6]=1)[CH3:3]. The reactants are CN(C)CC1=CC=C(CSCCSC)O1 (2-[[5-[(dimethylamino)methyl]furfuryl]thio]ethylmethylsulphide), [N+](=O)([O-])C=C(N)NC(C)C1=CCC=CC1 (2-nitro-N'-(1,4-cyclohexadienyl-2-ethyl)-1,1-ethenediamine). Starting materials: CS(=O)(=O)O[C@H](C)C1CCN(CC1)C1=NC(=NO1)C(C)C ((1R)-1-{1-[3-(1-methylethyl)-1,2,4-oxadiazol-5-yl]-4-piperidinyl}ethyl methanesulfonate), C(=O)([O-])[O-].[K+].[K+] (K2CO3), FC1=C(C=CC(=C1)SC)C=1N=CC(=NC1)O (5-[2-fluoro-4-(methylthio)phenyl]-2-pyrazinol), O (water). The solvent is CN(C)C=O (DMF). Run at temperature 100 celsius, time 8 hour. Product: FC1=C(C=CC(=C1)SC)C1=NC=C(N=C1)OC(C)C1CCN(CC1)C1=NC(=NO1)C(C)C (2-[2-fluoro-4-(methylthio)phenyl]-5-[(1-{1-[3-(1-methylethyl)-1,2,4-oxadiazol-5-yl]-4-piperidinyl}ethyl)oxy]pyrazine). The yield is 43.0%. As a reaction SMILES: [F:1][C:2]1[CH:7]=[C:6]([S:8][CH3:9])[CH:5]=[CH:4][C:3]=1[C:10]1[N:11]=[CH:12][C:13]([OH:16])=[N:14][CH:15]=1.CS(O[C@@H:22]([CH:24]1[CH2:29][CH2:28][N:27]([C:30]2[O:34][N:33]=[C:32]([CH:35]([CH3:37])[CH3:36])[N:31]=2)[CH2:26][CH2:25]1)[CH3:23])(=O)=O.C([O-])([O-])=O.[K+].[K+].O>CN(C=O)C>[F:1][C:2]1[CH:7]=[C:6]([S:8][CH3:9])[CH:5]=[CH:4][C:3]=1[C:10]1[CH:15]=[N:14][C:13]([O:16][CH:22]([CH:24]2[CH2:25][CH2:26][N:27]([C:30]3[O:34][N:33]=[C:32]([CH:35]([CH3:36])[CH3:37])[N:31]=3)[CH2:28][CH2:29]2)[CH3:23])=[CH:12][N:11]=1 |f:2.3.4|. Procedure: A mixture of 5-[2-fluoro-4-(methylthio)phenyl]-2-pyrazinol (and tautomers thereof) (prepared as in Example 161, Alternative synthesis, Step 4, 0.40 g, 1.69 mmol), crude (1R)-1-{1-[3-(1-methylethyl)-1,2,4-oxadiazol-5-yl]-4-piperidinyl}ethyl methanesulfonate (0.75 g, 2.29 mmol) and K2CO3 (0.48 g, 3.39 mmol) in DMF (16 mL) was stirred at 100° C. in a preheated oil bath overnight. The mixture was cooled to ambient temperature, treated with water, and the mixture was extracted with EtOAc (60 mL×2). T... Starting materials: CN(C(=O)C1=NC=C(C=C1)C1=CC=C(C=C1)[C@H](C)N1C(OC2(CC1)CCC1(OCC(CO1)(C)C)CC2)=O)C (5-{4-[(S)-1-(12,12-dimethyl-2-oxo-1,10,14-trioxa-3-aza-dispiro[5.2.5.2]hexadec-3-yl)-ethyl]-phenyl}-pyridine-2-carboxylic acid dimethylamide), Intermediate 2. The solvent is O (H2O). Product: CN(C(=O)C1=NC=C(C=C1)C1=CC=C(C=C1)[C@H](C)N1C(OC2(CC1)CCC(CC2)=O)=O)C (5-{4-[(S)-1-(2,9-Dioxo-1-oxa-3-aza-spiro[5.5]undec-3-yl)-ethyl]-phenyl}-pyridine-2-carboxylic acid dimethylamide). The yield is 54.0%. As a reaction SMILES: [CH3:1][N:2]([CH3:38])[C:3]([C:5]1[CH:10]=[CH:9][C:8]([C:11]2[CH:16]=[CH:15][C:14]([C@@H:17]([N:19]3[CH2:24][CH2:23][C:22]4([CH2:36][CH2:35][C:27]5(OCC(C)(C)C[O:28]5)[CH2:26][CH2:25]4)[O:21][C:20]3=[O:37])[CH3:18])=[CH:13][CH:12]=2)=[CH:7][N:6]=1)=[O:4]>O>[CH3:38][N:2]([CH3:1])[C:3]([C:5]1[CH:10]=[CH:9][C:8]([C:11]2[CH:16]=[CH:15][C:14]([C@@H:17]([N:19]3[CH2:24][CH2:23][C:22]4([CH2:36][CH2:35][C:27](=[O:28])[CH2:26][CH2:25]4)[O:21][C:20]3=[O:37])[CH3:18])=[CH:13][CH:12]=2)=[CH:7][N:6]=1)=[O:4]. Procedure: The title compound is prepared from 5-{4-[(S)-1-(12,12-dimethyl-2-oxo-1,10,14-trioxa-3-aza-dispiro[5.2.5.2]hexadec-3-yl)-ethyl]-phenyl}-pyridine-2-carboxylic acid dimethylamide following a procedure analogous to that described in Step 10 of Intermediate 2. Yield: 54% of theory; Mass spectrum (ESI+): m/z=436 [M+H]+; 1H NMR (400 MHz, DMSO-d6) δ 1.57 (d, J=7.1 Hz, 3H), 1.85-2.05 (m, 5H), 2.09-2.28 (m, 3H), 2.45-2.57 (m, 2H) superimposed by DMSO-d5, 2.83-2.91 (m, 1H), 3.01 (s, 3H), 3.03 (s, 3H), ca.... Reactants: CCO, O=C(OO)c1cccc(Cl)c1, CC(C)CNc1cc(Cl)nc(N)n1. The product is CC(C)CNc1cc(Cl)nc(N)[n+]1[O-]. RXN SMILES: [CH3:25][CH2:26][OH:27].[Cl:14][c:15]1[cH:16][cH:17][cH:18][c:19]([C:20]([O:21][OH:23])=[O:22])[cH:24]1.[NH2:1][c:2]1[n:3][c:4]([Cl:13])[cH:5][c:6]([NH:8][CH2:9][CH:10]([CH3:11])[CH3:12])[n:7]1>>[NH2:1][c:2]1[n:3][c:4]([Cl:13])[cH:5][c:6]([NH:8][CH2:9][CH:10]([CH3:11])[CH3:12])[n+:7]1[O-:22]. The reactants are FC=1C=CC=C2C(N(C(C12)CCC(=O)NC1=NC=C(C(=O)O)C=C1)CC1=CC=C(C=C1)F)=O (6-{3-[7-Fluoro-2-(4-fluorobenzyl)-3-oxo-2,3-dihydro-1H-isoindol-1-yl]-propionylamino}-nicotinic acid), C(C)OC(C1=CC(=NC=C1)N)=O (2-aminoisonicotinic acid ethyl ester). The product is C(C)OC(C1=CC(=NC=C1)NC(CCC1N(C(C2=CC=CC(=C12)F)=O)CC1=CC=C(C=C1)F)=O)=O (2-{3-[7-Fluoro-2-(4-fluoro-benzyl)-3-oxo-2,3-dihydro-1H-isoindol-1-yl]-propionylamino}-isonicotinic acid ethyl ester). Reaction SMILES: [F:1][C:2]1[CH:3]=[CH:4][CH:5]=[C:6]2[C:10]=1[CH:9]([CH2:11][CH2:12][C:13]([NH:15][C:16]1[CH:24]=[CH:23][C:19](C(O)=O)=[CH:18][N:17]=1)=[O:14])[N:8]([CH2:25][C:26]1[CH:31]=[CH:30][C:29]([F:32])=[CH:28][CH:27]=1)[C:7]2=[O:33].[CH2:34]([O:36][C:37](=[O:45])C1C=CN=C(N)C=1)[CH3:35]>>[CH2:34]([O:36][C:37](=[O:45])[C:23]1[CH:19]=[CH:18][N:17]=[C:16]([NH:15][C:13](=[O:14])[CH2:12][CH2:11][CH:9]2[C:10]3[C:6](=[CH:5][CH:4]=[CH:3][C:2]=3[F:1])[C:7](=[O:33])[N:8]2[CH2:25][C:26]2[CH:27]=[CH:28][C:29]([F:32])=[CH:30][CH:31]=2)[CH:24]=1)[CH3:35]. Reported procedure: The product from Example 11, Part D (100 mg, 0.30 mmol) and 2-aminoisonicotinic acid ethyl ester (75 mg, 0.45 mmol) were converted to the title compound in a manner analogous to the method described in Example 7, Part E without crystallization (120 mg, 83%). 1H NMR (300 MHz, CDCl3) δ 8.61 (s, 1H), 8.31 (d, J=5 Hz, 1H), 7.81 (s, 1H), 7.70 (d, J=8 Hz, 1H), 7.58 (dd, J=5 Hz, 1 Hz, 1H), 7.47 (m, 1H), 7.32 (m, 2H), 7.20 (t, J=9 Hz, 1H), 7.02 (t, J=9 Hz, 2H), 5.27 (d, J=15 Hz, 1H), 4.71 (m, 1H), 4.41 ...